Task: describe an organic reaction: reactants, conditions, products, and yield. Dataset: the Open Reaction Database (ORD), a public repository of structured organic reaction records Starting materials: BrCc1ccccc1, CN(C)C=O, [H-], [Na+], O=C(NCCCn1ccnc1)c1ccccc1. Product: O=C(c1ccccc1)N(CCCn1ccnc1)Cc1ccccc1. As a reaction SMILES: [Br:20][CH2:21][c:22]1[cH:23][cH:24][cH:25][cH:26][cH:27]1.[CH3:28][N:29]([CH3:30])[CH:31]=[O:32].[H-:18].[Na+:19].[n:1]1([CH2:6][CH2:7][CH2:8][NH:9][C:10]([c:11]2[cH:12][cH:13][cH:14][cH:15][cH:16]2)=[O:17])[cH:2][n:3][cH:4][cH:5]1>>[n:1]1([CH2:6][CH2:7][CH2:8][N:9]([C:10]([c:11]2[cH:12][cH:13][cH:14][cH:15][cH:16]2)=[O:17])[CH2:21][c:22]2[cH:23][cH:24][cH:25][cH:26][cH:27]2)[cH:2][n:3][cH:4][cH:5]1.